This data is from the Open Reaction Database (ORD), a public repository of structured organic reaction records. The task is: describe an organic reaction: reactants, conditions, products, and yield The reactants are COc1ccc(C=CC(=O)NN)cn1, CO, O=CC=Cc1ccc([N+](=O)[O-])o1. Yields the product COc1ccc(C=CC(=O)NN=CC=Cc2ccc([N+](=O)[O-])o2)cn1. As a reaction SMILES: [CH3:1][O:2][c:3]1[cH:4][cH:5][c:6]([CH:9]=[CH:10][C:11](=[O:12])[NH:13][NH2:14])[cH:7][n:8]1.[CH3:27][OH:28].[N+:15](=[O:16])([O-:17])[c:18]1[cH:19][cH:20][c:21]([CH:23]=[CH:24][CH:25]=[O:26])[o:22]1>>[CH3:1][O:2][c:3]1[cH:4][cH:5][c:6]([CH:9]=[CH:10][C:11](=[O:12])[NH:13][N:14]=[CH:25][CH:24]=[CH:23][c:21]2[cH:20][cH:19][c:18]([N+:15](=[O:16])[O-:17])[o:22]2)[cH:7][n:8]1. Starting materials: CCCCOCCOc1ccc(-c2ccc3c(c2)C=C(C(=O)OC)CCN3c2ccc(S(N)(=O)=O)cc2)cc1, C1CCOC1, CO, [Na+], [OH-]. The product is CCCCOCCOc1ccc(-c2ccc3c(c2)C=C(C(=O)O)CCN3c2ccc(S(N)(=O)=O)cc2)cc1. RXN SMILES: [CH2:1]([CH2:2][CH2:3][CH3:4])[O:5][CH2:6][CH2:7][O:8][c:9]1[cH:10][cH:11][c:12](-[c:15]2[cH:16][cH:17][c:18]3[c:19]([cH:39]2)[CH:20]=[C:21]([C:35](=[O:36])[O:37][CH3:38])[CH2:22][CH2:23][N:24]3[c:25]2[cH:26][cH:27][c:28]([S:31]([NH2:32])(=[O:33])=[O:34])[cH:29][cH:30]2)[cH:13][cH:14]1.[CH2:44]1[O:45][CH2:46][CH2:47][CH2:48]1.[CH3:42][OH:43].[Na+:41].[OH-:40]>>[CH2:1]([CH2:2][CH2:3][CH3:4])[O:5][CH2:6][CH2:7][O:8][c:9]1[cH:10][cH:11][c:12](-[c:15]2[cH:16][cH:17][c:18]3[c:19]([cH:39]2)[CH:20]=[C:21]([C:35](=[O:36])[OH:37])[CH2:22][CH2:23][N:24]3[c:25]2[cH:26][cH:27][c:28]([S:31]([NH2:32])(=[O:33])=[O:34])[cH:29][cH:30]2)[cH:13][cH:14]1. Starting materials: COc1ccc(CC(CN2CCN(C(=O)OCc3ccccc3)CC2)N(CCOC(C)=O)S(=O)(=O)c2cccc3cnccc23)cc1, CO, [Na+], C1CCOC1, [OH-], O. Product: COc1ccc(CC(CN2CCN(C(=O)OCc3ccccc3)CC2)N(CCO)S(=O)(=O)c2cccc3cnccc23)cc1. As a reaction SMILES: [C:1](=[O:2])([CH3:3])[O:4][CH2:5][CH2:6][N:7]([S:8](=[O:9])(=[O:10])[c:11]1[c:12]2[cH:13][cH:14][n:15][cH:16][c:17]2[cH:18][cH:19][cH:20]1)[CH:21]([CH2:22][N:23]1[CH2:24][CH2:25][N:26]([C:29](=[O:30])[O:31][CH2:32][c:33]2[cH:34][cH:35][cH:36][cH:37][cH:38]2)[CH2:27][CH2:28]1)[CH2:39][c:40]1[cH:41][cH:42][c:43]([O:46][CH3:47])[cH:44][cH:45]1.[CH3:50][OH:51].[Na+:49].[O:52]1[CH2:53][CH2:54][CH2:55][CH2:56]1.[OH-:48].[OH2:57]>>[OH:4][CH2:5][CH2:6][N:7]([S:8](=[O:9])(=[O:10])[c:11]1[c:12]2[cH:13][cH:14][n:15][cH:16][c:17]2[cH:18][cH:19][cH:20]1)[CH:21]([CH2:22][N:23]1[CH2:24][CH2:25][N:26]([C:29](=[O:30])[O:31][CH2:32][c:33]2[cH:34][cH:35][cH:36][cH:37][cH:38]2)[CH2:27][CH2:28]1)[CH2:39][c:40]1[cH:41][cH:42][c:43]([O:46][CH3:47])[cH:44][cH:45]1. Reactants: IC=1C=CC=2N(C1)C(=NN2)C2=CC(=CC=C2)C(F)(F)F (6-iodo-3-(3-(trifluoromethyl)phenyl)-[1,2,4]triazolo[4,3-a]pyridine), O1CCC(CC1)N (tetrahydro-2H-pyran-4-amine), C1=CC=C(C=C1)P(C2=CC=CC=C2)C3=C(C4=CC=CC=C4C=C3)C5=C(C=CC6=CC=CC=C65)P(C7=CC=CC=C7)C8=CC=CC=C8 (rac-Binap), C(=O)([O-])[O-].[Cs+].[Cs+] (Cs2CO3). The product is O1CCC(CC1)NC=1C=CC=2N(C1)C(=NN2)C2=CC(=CC=C2)C(F)(F)F (N-(Tetrahydro-2H-pyran-4-yl)-3-(3-(trifluoromethyl)phenyl)-[1,2,4]triazolo[4,3-a]pyridin-6-amine). Reaction conditions: temperature 110 celsius. Run in C1(=CC=CC=C1)C (toluene). Procedure: To a suspension of 6-iodo-3-(3-(trifluoromethyl)phenyl)-[1,2,4]triazolo[4,3-a]pyridine (0.101 g, 0.26 mmol) and tetrahydro-2H-pyran-4-amine (0.131 g, 1.30 mmol) in toluene (1 mL) was added rac-Binap (0.049 g, 0.078 mmol), Pd(OAc)2 (0.012 g, 0.052 mmol) and Cs2CO3 (0.169 g, 0.52 mmol). It was flushed with argon then heated at 110° C. overnight. It was absorbed on SiO2 and purified on column chromatography on SiO2 with 60% 15% MeOH/EA in hexane. This product was further purified on C18 column chro... Reagents/catalysts: CC(=O)[O-].CC(=O)[O-].[Pd+2] (Pd(OAc)2). As a reaction SMILES: I[C:2]1[CH:3]=[CH:4][C:5]2[N:6]([C:8]([C:11]3[CH:16]=[CH:15][CH:14]=[C:13]([C:17]([F:20])([F:19])[F:18])[CH:12]=3)=[N:9][N:10]=2)[CH:7]=1.[O:21]1[CH2:26][CH2:25][CH:24]([NH2:27])[CH2:23][CH2:22]1.C1C=CC(P(C2C=CC3C(=CC=CC=3)C=2C2C3C(=CC=CC=3)C=CC=2P(C2C=CC=CC=2)C2C=CC=CC=2)C2C=CC=CC=2)=CC=1.C([O-])([O-])=O.[Cs+].[Cs+]>C1(C)C=CC=CC=1.CC([O-])=O.CC([O-])=O.[Pd+2]>[O:21]1[CH2:26][CH2:25][CH:24]([NH:27][C:2]2[CH:3]=[CH:4][C:5]3[N:6]([C:8]([C:11]4[CH:16]=[CH:15][CH:14]=[C:13]([C:17]([F:20])([F:19])[F:18])[CH:12]=4)=[N:9][N:10]=3)[CH:7]=2)[CH2:23][CH2:22]1 |f:3.4.5,7.8.9|. Reactants: COC(CC1=CC(=CC(=C1)OC1=C(C=C(C=C1)[N+](=O)[O-])C=O)Cl)=O ([3-chloro-5-(2-formyl-4-nitro-phenoxy)-phenyl]-acetic acid methyl ester), [BH4-].[Na+] (sodium borohydride). Solvent: CO (MeOH). Reaction conditions: time 20 minute. Product: COC(CC1=CC(=CC(=C1)OC1=C(C=C(C=C1)[N+](=O)[O-])CO)Cl)=O ([3-Chloro-5-(2-hydroxymethyl-4-nitro-phenoxy)-phenyl]-acetic acid methyl ester). RXN SMILES: [CH3:1][O:2][C:3](=[O:24])[CH2:4][C:5]1[CH:10]=[C:9]([O:11][C:12]2[CH:17]=[CH:16][C:15]([N+:18]([O-:20])=[O:19])=[CH:14][C:13]=2[CH:21]=[O:22])[CH:8]=[C:7]([Cl:23])[CH:6]=1.[BH4-].[Na+]>CO>[CH3:1][O:2][C:3](=[O:24])[CH2:4][C:5]1[CH:10]=[C:9]([O:11][C:12]2[CH:17]=[CH:16][C:15]([N+:18]([O-:20])=[O:19])=[CH:14][C:13]=2[CH2:21][OH:22])[CH:8]=[C:7]([Cl:23])[CH:6]=1 |f:1.2|. Procedure details: To [3-chloro-5-(2-formyl-4-nitro-phenoxy)-phenyl]-acetic acid methyl ester (3.7 g, 10.6 mmol) in MeOH (30 mL) was added sodium borohydride (0.52 g, 13.8 mmol), and the reaction was stirred at room temperature for 20 minutes. After work-up with EtOAc and H2O, the crude material was purified by silica gel chromatography to give the title compound. Reactants: step-ii, CC1=NN(C(=C1B1OC(C(O1)(C)C)(C)C)C)CC=1C=C(C#N)C=CC1 (3-((3,5-dimethyl-4-(4,4,5,5-tetramethyl-1,3,2-dioxaborolan-2-yl)-1H-pyrazol-1-yl)methyl)benzonitrile), CC1=NN(C(=C1B1OC(C(O1)(C)C)(C)C)C)CC=1C=C(C#N)C=CC1 (3-((3,5-dimethyl-4-(4,4,5,5-tetramethyl-1,3,2-dioxaborolan-2-yl)-1H-pyrazol-1-yl)methyl)benzonitrile), IC1=CN(C2=NC=C(C=C21)C2=CC=C(C=C2)N2CCN(CC2)C(=O)OC(C)(C)C)S(=O)(=O)C2=CC=C(C)C=C2 (tert-butyl 4-(4-(3-iodo-1-tosyl-1H-pyrrolo[2,3-b]pyridin-5-yl)phenyl)piperazine-1-carboxylate), IC1=CN(C2=NC=C(C=C21)C2=CC=C(C=C2)N2CCN(CC2)C(=O)OC(C)(C)C)S(=O)(=O)C2=CC=C(C)C=C2 (tert-butyl 4-(4-(3-iodo-1-tosyl-1H-pyrrolo[2,3-b]pyridin-5-yl)phenyl)piperazine-1-carboxylate), C([O-])([O-])=O.[Na+].[Na+] (sodium carbonate). RXN SMILES: I[C:2]1[C:10]2[C:5](=[N:6][CH:7]=[C:8]([C:11]3[CH:16]=[CH:15][C:14]([N:17]4[CH2:22][CH2:21][N:20]([C:23]([O:25][C:26]([CH3:29])([CH3:28])[CH3:27])=[O:24])[CH2:19][CH2:18]4)=[CH:13][CH:12]=3)[CH:9]=2)[N:4]([S:30]([C:33]2[CH:39]=[CH:38][C:36]([CH3:37])=[CH:35][CH:34]=2)(=[O:32])=[O:31])[CH:3]=1.[CH3:40][C:41]1[C:45](B2OC(C)(C)C(C)(C)O2)=[C:44]([CH3:55])[N:43]([CH2:56][C:57]2[CH:58]=[C:59]([CH:62]=[CH:63][CH:64]=2)[C:60]#[N:61])[N:42]=1.C(=O)([O-])[O-].[Na+].[Na+]>C1C=CC(P(C2C=CC=CC=2)[C-]2C=CC=C2)=CC=1.C1C=CC(P(C2C=CC=CC=2)[C-]2C=CC=C2)=CC=1.Cl[Pd]Cl.[Fe+2].C1(C)C=CC=CC=1.C(O)C.O>[C:60]([C:59]1[CH:58]=[C:57]([CH:64]=[CH:63][CH:62]=1)[CH2:56][N:43]1[C:44]([CH3:55])=[C:45]([C:2]2[C:10]3[C:5](=[N:6][CH:7]=[C:8]([C:11]4[CH:16]=[CH:15][C:14]([N:17]5[CH2:22][CH2:21][N:20]([C:23]([O:25][C:26]([CH3:29])([CH3:28])[CH3:27])=[O:24])[CH2:19][CH2:18]5)=[CH:13][CH:12]=4)[CH:9]=3)[N:4]([S:30]([C:33]3[CH:39]=[CH:38][C:36]([CH3:37])=[CH:35][CH:34]=3)(=[O:32])=[O:31])[CH:3]=2)[C:41]([CH3:40])=[N:42]1)#[N:61] |f:2.3.4,5.6.7.8,9.10.11|. Procedure details: Using similar reaction conditions as described in step-ii of example-1, tert-butyl 4-(4-(3-iodo-1-tosyl-1H-pyrrolo[2,3-b]pyridin-5-yl)phenyl)piperazine-1-carboxylate (intermediate 41) (200 mg, 0.3 mmol) was coupled with 3-((3,5-dimethyl-4-(4,4,5,5-tetramethyl-1,3,2-dioxaborolan-2-yl)-1H-pyrazol-1-yl)methyl)benzonitrile (intermediate 55) (103 mg, 0.3 mmol) in sodium carbonate (98 mg, 0.9 mmol), PdCl2(dppf) (11 mg, 0.01 mmol), toluene/ethanol/water (2/2/1 ml) to give 80 mg (36% yield) of titled co... The product is C(#N)C=1C=C(CN2N=C(C(=C2C)C2=CN(C3=NC=C(C=C32)C3=CC=C(C=C3)N3CCN(CC3)C(=O)OC(C)(C)C)S(=O)(=O)C3=CC=C(C)C=C3)C)C=CC1 (tert-butyl 4-(4-(3-(1-(3-cyanobenzyl)-3,5-dimethyl-1H-pyrazol-4-yl)-1-tosyl-1H-pyrrolo[2,3-b]pyridin-5-yl)phenyl)piperazine-1-carboxylate). The yield is 35.9%. The reagents and catalysts are C1=CC=C(C=C1)P([C-]2C=CC=C2)C3=CC=CC=C3.C1=CC=C(C=C1)P([C-]2C=CC=C2)C3=CC=CC=C3.Cl[Pd]Cl.[Fe+2] (PdCl2(dppf)). The solvent is C1(=CC=CC=C1)C.C(C)O.O (toluene ethanol water). Starting materials: COC(=O)C(CCSC)N1CC(Oc2ccccc2Cl)=CC1=O, [Li+], C1CCOC1, [OH-], O, O. The product is CSCCC(C(=O)O)N1CC(Oc2ccccc2Cl)=CC1=O. As a reaction SMILES: [CH3:1][O:2][C:3]([CH:4]([CH2:5][CH2:6][S:7][CH3:8])[N:9]1[C:10](=[O:22])[CH:11]=[C:12]([O:14][c:15]2[c:16]([Cl:21])[cH:17][cH:18][cH:19][cH:20]2)[CH2:13]1)=[O:23].[Li+:31].[O:24]1[CH2:25][CH2:26][CH2:27][CH2:28]1.[OH-:30].[OH2:29].[OH2:32]>>[O:2]=[C:3]([CH:4]([CH2:5][CH2:6][S:7][CH3:8])[N:9]1[C:10](=[O:22])[CH:11]=[C:12]([O:14][c:15]2[c:16]([Cl:21])[cH:17][cH:18][cH:19][cH:20]2)[CH2:13]1)[OH:23].